Dataset: the Open Reaction Database (ORD), a public repository of structured organic reaction records. Task: describe an organic reaction: reactants, conditions, products, and yield The reactants are COc1ccc(CCOC2CCCCC2O)cc1OC, ClCCl, O=[N+]([O-])c1ccc(S(=O)(=O)Cl)cc1, c1ccncc1. The product is COc1ccc(CCOC2CCCCC2OS(=O)(=O)c2ccc([N+](=O)[O-])cc2)cc1OC. As a reaction SMILES: [CH3:1][O:2][c:3]1[cH:4][c:5]([CH2:6][CH2:7][O:8][CH:9]2[CH:10]([OH:15])[CH2:11][CH2:12][CH2:13][CH2:14]2)[cH:16][cH:17][c:18]1[O:19][CH3:20].[Cl:40][CH2:41][Cl:42].[N+:27](=[O:28])([O-:29])[c:30]1[cH:31][cH:32][c:33]([S:36](=[O:37])(=[O:38])[Cl:39])[cH:34][cH:35]1.[cH:21]1[cH:22][cH:23][n:24][cH:25][cH:26]1>>[CH3:1][O:2][c:3]1[cH:4][c:5]([CH2:6][CH2:7][O:8][CH:9]2[CH:10]([O:15][S:36]([c:33]3[cH:32][cH:31][c:30]([N+:27](=[O:28])[O-:29])[cH:35][cH:34]3)(=[O:37])=[O:38])[CH2:11][CH2:12][CH2:13][CH2:14]2)[cH:16][cH:17][c:18]1[O:19][CH3:20]. Reactants: [Mg] (magnesium), C(C)(C)Cl (isopropyl chloride), [Cl-].[NH4+] (ammonium chloride), OC(C(=O)OC)(C(F)(F)F)C(F)(F)F (methyl 2-hydroxy-3,3,3-trifluoro-2-trifluoromethylpropionate). The solvent is O1CCCC1 (tetrahydrofuran). Run at temperature 60 celsius, time 1 hour. Product: CC(C(C(C(F)(F)F)(O)C(F)(F)F)O)C (4-methyl-1,1,1-trifluoro-2-trifluoromethyl-2,3-pentane diol). Yield: 84.1%. RXN SMILES: [Mg].[CH:2](Cl)([CH3:4])[CH3:3].[OH:6][C:7]([C:16]([F:19])([F:18])[F:17])([C:12]([F:15])([F:14])[F:13])[C:8](OC)=[O:9].[Cl-].[NH4+]>O1CCCC1>[CH3:3][CH:2]([CH3:4])[CH:8]([OH:9])[C:7]([C:12]([F:13])([F:14])[F:15])([OH:6])[C:16]([F:19])([F:18])[F:17] |f:3.4|. Procedure: A flask was charged with 9.5 g of magnesium and 300 ml of tetrahydrofuran, to which 35.0 g of isopropyl chloride was added dropwise at 50° C. After the completion of dropwise addition, the contents were stirred for one hour at 60° C., and 22.6 g of methyl 2-hydroxy-3,3,3-trifluoro-2-trifluoromethylpropionate was added dropwise below 50° C. The mixture was stirred for one hour at room temperature, after which an ammonium chloride aqueous solution was added. This was followed by ordinary work-up a... Starting materials: Cc1cnc(C(O)(C(C)c2ccc(OCCNC(=O)OC(C)(C)C)cc2Cl)C(F)(F)F)cn1, ClCCl, [Na+], O=C([O-])O, O, O=C(O)C(F)(F)F. The product is Cc1cnc(C(O)(C(C)c2ccc(OCCN)cc2Cl)C(F)(F)F)cn1. RXN SMILES: [C:8]([O:9][C:10](=[O:11])[NH:14][CH2:15][CH2:16][O:17][c:18]1[cH:19][c:20]([Cl:39])[c:21]([CH:24]([C:25]([C:26]([F:27])([F:28])[F:29])([c:30]2[n:31][cH:32][c:33]([CH3:36])[n:34][cH:35]2)[OH:37])[CH3:38])[cH:22][cH:23]1)([CH3:12])([CH3:13])[CH3:40].[Cl:46][CH2:47][Cl:48].[Na+:45].[O-:41][C:42]([OH:43])=[O:44].[OH2:49].[OH:1][C:2]([C:3]([F:4])([F:5])[F:6])=[O:7]>>[NH2:14][CH2:15][CH2:16][O:17][c:18]1[cH:19][c:20]([Cl:39])[c:21]([CH:24]([C:25]([C:26]([F:27])([F:28])[F:29])([c:30]2[n:31][cH:32][c:33]([CH3:36])[n:34][cH:35]2)[OH:37])[CH3:38])[cH:22][cH:23]1. The reactants are CCC1CC(CCOCc2ccccc2)CCC1(C)O, [Mg+2], O=S(=O)([O-])[O-], c1ccccc1. Product: CCC1=C(C)CCC(CCOCc2ccccc2)C1. Reaction SMILES: [CH2:1]([c:2]1[cH:3][cH:4][cH:5][cH:6][cH:7]1)[O:8][CH2:9][CH2:10][CH:11]1[CH2:12][CH:13]([CH2:19][CH3:20])[C:14]([OH:17])([CH3:18])[CH2:15][CH2:16]1.[Mg+2:21].[O-:22][S:23]([O-:24])(=[O:25])=[O:26].[cH:27]1[cH:28][cH:29][cH:30][cH:31][cH:32]1>>[CH2:1]([c:2]1[cH:3][cH:4][cH:5][cH:6][cH:7]1)[O:8][CH2:9][CH2:10][CH:11]1[CH2:12][C:13]([CH2:19][CH3:20])=[C:14]([CH3:18])[CH2:15][CH2:16]1. Reactants: N1=C(C=C2N1CCCC2)C(=O)O (4,5,6,7-tetrahydropyrazolo[1,5-a]pyridine-2-carboxylic acid), N[C@H](CN1N=C(C=C1)C1=CC(=C(C#N)C=C1)Cl)C ((S)-4-(1-(2-aminopropyl)-1H-pyrazol-3-yl)-2-chlorobenzonitrile). Product: ClC=1C=C(C=CC1C#N)C1=NN(C=C1)C[C@H](C)NC(=O)C1=NN2C(CCCC2)=C1 ((S)—N-(1-(3-(3-chloro-4-cyanophenyl)-1H-pyrazol-1-yl)propan-2-yl)-4,5,6,7-tetrahydropyrazolo[1,5-a]pyridine-2-carboxamide). Isolated yield 56.3%. As a reaction SMILES: [N:1]1[N:5]2[CH2:6][CH2:7][CH2:8][CH2:9][C:4]2=[CH:3][C:2]=1[C:10]([OH:12])=O.[NH2:13][C@@H:14]([CH3:30])[CH2:15][N:16]1[CH:20]=[CH:19][C:18]([C:21]2[CH:28]=[CH:27][C:24]([C:25]#[N:26])=[C:23]([Cl:29])[CH:22]=2)=[N:17]1>>[Cl:29][C:23]1[CH:22]=[C:21]([C:18]2[CH:19]=[CH:20][N:16]([CH2:15][C@@H:14]([NH:13][C:10]([C:2]3[CH:3]=[C:4]4[CH2:9][CH2:8][CH2:7][CH2:6][N:5]4[N:1]=3)=[O:12])[CH3:30])[N:17]=2)[CH:28]=[CH:27][C:24]=1[C:25]#[N:26]. Reported procedure: The title compound was prepared as described in Example 34(d), starting from 4,5,6,7-tetrahydropyrazolo[1,5-a]pyridine-2-carboxylic acid (0.166 g, 0.997 mmol) and (S)-4-(1-(2-aminopropyl)-1H-pyrazol-3-yl)-2-chlorobenzonitrile (0.2 g, 0.767 mmol). The product was purified with flash-chromatography. Yield 56.3%. 1H-NMR (400 MHz; DMSO-d6): δ 1.09 (d, 3H), 1.74-1.82 (m, 2H), 1.94-2.03 (m, 2H), 2.71-2.78 (m, 2H), 4.11 (t, 2H), 4.27 (dd, 1H), 4.36 (dd, 1H), 4.39-4.49 (m, 1H), 6.30 (s, 1H), 6.95 (d, 1H... Yields the product O=C(CNC1CC1)NCc1cc(Cl)ccc1-n1cnnn1. As a reaction SMILES: [Br:1][CH2:2][C:3](=[O:4])[NH:5][CH2:6][c:7]1[c:8](-[n:14]2[n:15][n:16][n:17][cH:18]2)[cH:9][cH:10][c:11]([Cl:13])[cH:12]1.[CH:19]1([NH2:22])[CH2:20][CH2:21]1.[Cl:23][CH2:24][Cl:25]>>[CH2:2]([C:3](=[O:4])[NH:5][CH2:6][c:7]1[c:8](-[n:14]2[n:15][n:16][n:17][cH:18]2)[cH:9][cH:10][c:11]([Cl:13])[cH:12]1)[NH:22][CH:19]1[CH2:20][CH2:21]1. The reactants are O=C(CBr)NCc1cc(Cl)ccc1-n1cnnn1, NC1CC1, ClCCl. Reactants: ice, [Si](C1=CC=CC=C1)(C1=CC=CC=C1)(C(C)(C)C)OC1CN(C1)C=1SC=C(N1)C(N(C)CCO[Si](C1=CC=CC=C1)(C1=CC=CC=C1)C(C)(C)C)=O (3-t-butyldiphenylsilyloxy-1-(4-{N-[2-(t-butyldiphenylsilyloxy)ethyl]-N-methyl-carbamoyl}-1,3-thiazol-2-yl)azetidine), [F-].C(CCC)[N+](CCCC)(CCCC)CCCC (tetra-n-butylammonium fluoride). The solvent is O1CCCC1 (tetrahydrofuran), O1CCCC1 (tetrahydrofuran). The product is OC1CN(C1)C=1SC=C(N1)C(N(C)CCO)=O (3-hydroxy-1-{4-[N-(2-hydroxyethyl)-N-methyl-carbamoyl]-1,3-thiazol-2-yl}azetidine). Isolated yield 106.1%. As a reaction SMILES: [Si]([O:18][CH:19]1[CH2:22][N:21]([C:23]2[S:24][CH:25]=[C:26]([C:28](=[O:51])[N:29]([CH2:31][CH2:32][O:33][Si](C(C)(C)C)(C3C=CC=CC=3)C3C=CC=CC=3)[CH3:30])[N:27]=2)[CH2:20]1)(C(C)(C)C)(C1C=CC=CC=1)C1C=CC=CC=1.[F-].C([N+](CCCC)(CCCC)CCCC)CCC>O1CCCC1>[OH:18][CH:19]1[CH2:22][N:21]([C:23]2[S:24][CH:25]=[C:26]([C:28](=[O:51])[N:29]([CH2:31][CH2:32][OH:33])[CH3:30])[N:27]=2)[CH2:20]1 |f:1.2|. Reported procedure: To a solution of 3-t-butyldiphenylsilyloxy-1-(4-{N-[2-(t-butyldiphenylsilyloxy)ethyl]-N-methyl-carbamoyl}-1,3-thiazol-2-yl)azetidine (2.24 g, 3.05 mmol) (obtained as described in Reference Example 40(2)) in anhydrous tetrahydrofuran (70 ml) was added a solution of 1.0M tetra-n-butylammonium fluoride in tetrahydrofuran (7.32 ml, 7.32 mmol) in an ice bath, and the mixture was stirred in the ice bath for 1 hour. After checking the completion of the reaction, the reaction mixture was concentrated un...